From a dataset of the Open Reaction Database (ORD), a public repository of structured organic reaction records. describe an organic reaction: reactants, conditions, products, and yield The reactants are BrC1=CC2=C(C=3N(CCO2)C=C(N3)C3=NC=NN3C(C)C)C=C1 (9-bromo-2-(1-isopropyl-1H-1,2,4-triazol-5-yl)-5,6-dihydrobenzo[f]imidazo[1,2-d][1,4]oxazepine), C(C)C1=C(C=CC=C1)B(O)O (2-ethylphenylboronic acid). The product is C(C)C1=C(C=CC=C1)C1=CC2=C(C=3N(CCO2)C=C(N3)C3=NC=NN3C(C)C)C=C1 (9-(2-ethylphenyl)-2-(1-isopropyl-1H-1,2,4-triazol-5-yl)-5,6-dihydrobenzo[f]imidazo[1,2-d][1,4]oxazepine). As a reaction SMILES: Br[C:2]1[CH:23]=[CH:22][C:5]2[C:6]3[N:7]([CH:11]=[C:12]([C:14]4[N:18]([CH:19]([CH3:21])[CH3:20])[N:17]=[CH:16][N:15]=4)[N:13]=3)[CH2:8][CH2:9][O:10][C:4]=2[CH:3]=1.[CH2:24]([C:26]1[CH:31]=[CH:30][CH:29]=[CH:28][C:27]=1B(O)O)[CH3:25]>>[CH2:24]([C:26]1[CH:31]=[CH:30][CH:29]=[CH:28][C:27]=1[C:2]1[CH:23]=[CH:22][C:5]2[C:6]3[N:7]([CH:11]=[C:12]([C:14]4[N:18]([CH:19]([CH3:21])[CH3:20])[N:17]=[CH:16][N:15]=4)[N:13]=3)[CH2:8][CH2:9][O:10][C:4]=2[CH:3]=1)[CH3:25]. Reported procedure: Following the procedures of Example 475, 8-Bromo-2-(2-isopropyl-2H-[1,2,4]triazol-3-yl)-4,5-dihydro-6-oxa-1,3a-diaza-benzo[e]azulene 194 was reacted with 2-ethylphenylboronic acid to give 477. MS (ESI+) 400.2. 1H NMR (400 MHz, DMSO) δ 8.47 (d, J=8.2 Hz, 1H), 7.95 (s, 1H), 7.92 (s, 1H), 7.38-7.31 (m, 2H), 7.30-7.23 (m, 1H), 7.20 (d, J=7.3 Hz, 1H), 7.12 (dd, J=8.2, 1.7 Hz, 1H), 6.97 (d, J=1.6 Hz, 1H), 5.93 (hept, J=6.2 Hz, 1H), 4.65-4.41 (m, 4H), 2.61 (q, J=7.6 Hz, 2H), 1.50 (d, J=6.6 Hz, 6H), 1.0...